This data is from the Open Reaction Database (ORD), a public repository of structured organic reaction records. The task is: describe an organic reaction: reactants, conditions, products, and yield Reactants: COC1=NC2=CC(=C(C=C2N=C1NC(OCC)=O)C)C (Ethyl N-(2-methoxy-6,7-dimethylquinoxalin-3-yl)carbamate), COC=1C=C(C=CC1)N1CCNCC1 (1-(3-methoxy phenyl)piperazine), C1CCC2=NCCCN2CC1 (DBU). Run in O1CCCC1 (tetrahydrofuran). Conditions: temperature 70 celsius, time 7 hour. Yields the product COC1=NC2=CC(=C(C=C2N=C1NC(=O)N1CCN(CC1)C1=CC(=CC=C1)OC)C)C (1-[(2-Methoxy-6,7-dimethylquinoxalin-3-yl)aminocarbonyl]-4-(3-methoxyphenyl)piperazine). The yield is 67.5%. Reaction SMILES: [CH3:1][O:2][C:3]1[C:12]([NH:13][C:14](=[O:18])OCC)=[N:11][C:10]2[C:5](=[CH:6][C:7]([CH3:20])=[C:8]([CH3:19])[CH:9]=2)[N:4]=1.[CH3:21][O:22][C:23]1[CH:24]=[C:25]([N:29]2[CH2:34][CH2:33][NH:32][CH2:31][CH2:30]2)[CH:26]=[CH:27][CH:28]=1.C1CCN2C(=NCCC2)CC1>O1CCCC1>[CH3:1][O:2][C:3]1[C:12]([NH:13][C:14]([N:32]2[CH2:31][CH2:30][N:29]([C:25]3[CH:26]=[CH:27][CH:28]=[C:23]([O:22][CH3:21])[CH:24]=3)[CH2:34][CH2:33]2)=[O:18])=[N:11][C:10]2[C:5](=[CH:6][C:7]([CH3:20])=[C:8]([CH3:19])[CH:9]=2)[N:4]=1. Reported procedure: Ethyl N-(2-methoxy-6,7-dimethylquinoxalin-3-yl)carbamate (35 mg, 0.13 mmol) and 1-(3-methoxy phenyl)piperazine (50 mg, 0.26 mmol) were dissolved in tetrahydrofuran (2 ml) at room temperature and thereto DBU (40 mg, 0.26 mmol) was added. The resulting mixture was stirred at 70° C. for 7 hours and concentrated under the reduced pressure to remove the solvent, and purified by SiO2 column chromatography. Extraction of the residue with a n-hexane:ethyl acetate (2:1) mixture and concentration gave 37 ... Starting materials: ClC1=NC2=CC(=C(C=C2C(=N1)C1=CC=C(C=C1)C(C)C)OC)OC (2-chloro-4-(4-isopropyl-phenyl)-6,7-dimethoxy-quinazoline), CuBr, C[Mg]I (methylmagnesium iodide), solution. The solvent is C1CCOC1 (THF). Run at time 1 hour. Yields the product C(C)(C)C1=CC=C(C=C1)C1=NC(=NC2=CC(=C(C=C12)OC)OC)C (4-(4-Isopropyl-phenyl)-6,7-dimethoxy-2-methyl-quinazoline). RXN SMILES: [CH3:1][Mg]I.Cl[C:5]1[N:14]=[C:13]([C:15]2[CH:20]=[CH:19][C:18]([CH:21]([CH3:23])[CH3:22])=[CH:17][CH:16]=2)[C:12]2[C:7](=[CH:8][C:9]([O:26][CH3:27])=[C:10]([O:24][CH3:25])[CH:11]=2)[N:6]=1>C1COCC1>[CH:21]([C:18]1[CH:19]=[CH:20][C:15]([C:13]2[C:12]3[C:7](=[CH:8][C:9]([O:26][CH3:27])=[C:10]([O:24][CH3:25])[CH:11]=3)[N:6]=[C:5]([CH3:1])[N:14]=2)=[CH:16][CH:17]=1)([CH3:23])[CH3:22]. Reported procedure: To 166 mg (1.16 mmol) CuBr in 4 ml THF are added dropwise at −78° C. 773 μl (2.32 mmol) of a 3M solution of methylmagnesium iodide. After stirring for 20 minutes 50 mg (0.145 mmol) 2-chloro-4-(4-isopropyl-phenyl)-6,7-dimethoxy-quinazoline are added at the same temperature. After stirring for 1 h the reaction mixture is allowed to reach rt and stirring is continued overnight. After dilution with 50 ml ethyl acetate and filtration the reaction mixture is extracted with brine. Evaporation of the or... Starting materials: Cc1cc(=O)[nH]c2ccc(Br)cc12, N, O=P(Cl)(Cl)Cl. The product is Cc1cc(Cl)nc2ccc(Br)cc12. RXN SMILES: [Br:6][c:7]1[cH:8][c:9]2[c:10]([CH3:18])[cH:11][c:12](=[O:17])[nH:13][c:14]2[cH:15][cH:16]1.[NH3:19].[P:1]([Cl:2])([Cl:3])([Cl:4])=[O:5]>>[Cl:3][c:12]1[cH:11][c:10]([CH3:18])[c:9]2[cH:8][c:7]([Br:6])[cH:16][cH:15][c:14]2[n:13]1.